Dataset: the Open Reaction Database (ORD), a public repository of structured organic reaction records. Task: describe an organic reaction: reactants, conditions, products, and yield Starting materials: ClC1=C(C=CC=C1)CCCCC1=C(OCC2OC2)C=CC=C1 (2-{2-[4-(2-chlorophenyl)butyl]phenoxymethyl}oxirane), CNC (dimethylamine). The solvent is O1CCCC1 (tetrahydrofuran). The product is ClC1=C(C=CC=C1)CCCCC1=C(OCC(CN(C)C)O)C=CC=C1 (1-{2-[4-(2-Chlorophenyl)butyl]phenoxy}-3-dimethylamino-2-propanol). The yield is 80.0%. Reaction SMILES: [Cl:1][C:2]1[CH:7]=[CH:6][CH:5]=[CH:4][C:3]=1[CH2:8][CH2:9][CH2:10][CH2:11][C:12]1[CH:22]=[CH:21][CH:20]=[CH:19][C:13]=1[O:14][CH2:15][CH:16]1[CH2:18][O:17]1.[CH3:23][NH:24][CH3:25]>O1CCCC1>[Cl:1][C:2]1[CH:7]=[CH:6][CH:5]=[CH:4][C:3]=1[CH2:8][CH2:9][CH2:10][CH2:11][C:12]1[CH:22]=[CH:21][CH:20]=[CH:19][C:13]=1[O:14][CH2:15][CH:16]([OH:17])[CH2:18][N:24]([CH3:25])[CH3:23]. Procedure details: Following a procedure similar to that described in Example 1(b), 860 mg of 2-{2-[4-(2-chlorophenyl)butyl]phenoxymethyl}oxirane [prepared as described in step (a) above] dissolved in 20 ml of tetrahydrofuran were treated with 4 ml of 50% by volume aqueous dimethylamine. The crude product thus obtained was purified as described in Example 1(b), to give 790 mg (yield 80%) of the title compound as a colorless oil. Starting materials: C(CC)C1=CC=C(N1CC1=CC=C(C=C1)C1=C(C=CC=C1)C1=NN=NN1C(C1=CC=CC=C1)(C1=CC=CC=C1)C1=CC=CC=C1)C=O (5-n-propyl-1-[2′-(1-triphenylmethyltetrazol-5-yl)biphenyl-4-yl-methyl]-2-pyrrolaldehyde), Cl (HCl). Yields the product C(CC)C1=CC=C(N1CC1=CC=C(C=C1)C1=C(C=CC=C1)C1=NN=NN1)C=O (5-n-Propyl-1-[2′-(1H-tetrazol-5-yl)biphenyl-4-yl-methyl]-2-pyrrolaldehyde). Yield: 71.0%. As a reaction SMILES: [CH2:1]([C:4]1[N:8]([CH2:9][C:10]2[CH:15]=[CH:14][C:13]([C:16]3[CH:21]=[CH:20][CH:19]=[CH:18][C:17]=3[C:22]3[N:26](C(C4C=CC=CC=4)(C4C=CC=CC=4)C4C=CC=CC=4)[N:25]=[N:24][N:23]=3)=[CH:12][CH:11]=2)[C:7]([CH:46]=[O:47])=[CH:6][CH:5]=1)[CH2:2][CH3:3].Cl>>[CH2:1]([C:4]1[N:8]([CH2:9][C:10]2[CH:11]=[CH:12][C:13]([C:16]3[CH:21]=[CH:20][CH:19]=[CH:18][C:17]=3[C:22]3[NH:23][N:24]=[N:25][N:26]=3)=[CH:14][CH:15]=2)[C:7]([CH:46]=[O:47])=[CH:6][CH:5]=1)[CH2:2][CH3:3]. Reported procedure: This compound was prepared using the same procedure as in Example 1.15 g of 5-n-propyl-1-[2′-(1-triphenylmethyltetrazol-5-yl)biphenyl-4-yl-methyl]-2-pyrrolaldehyde (0.024 moles) and 30 mL of 4N HCl (0.120 moles) yield 6.3 g of product. Formula: C22H21N5O (m.w. 371.44). Yield 71%. The reactants are CCCCCCCCCCCCCCCCSCC(O)CO, ClC(c1ccccc1)(c1ccccc1)c1ccccc1, c1ccncc1. Yields the product CCCCCCCCCCCCCCCCSCC(O)COC(c1ccccc1)(c1ccccc1)c1ccccc1. RXN SMILES: [CH2:1]([CH2:2][CH2:3][CH2:4][CH2:5][CH2:6][CH2:7][CH2:8][CH2:9][CH2:10][CH2:11][CH2:12][CH2:13][CH2:14][CH2:15][CH3:16])[S:17][CH2:18][CH:19]([OH:20])[CH2:21][OH:22].[c:23]1([C:29]([c:30]2[cH:31][cH:32][cH:33][cH:34][cH:35]2)([c:36]2[cH:37][cH:38][cH:39][cH:40][cH:41]2)[Cl:42])[cH:24][cH:25][cH:26][cH:27][cH:28]1.[cH:43]1[cH:44][cH:45][n:46][cH:47][cH:48]1>>[CH2:1]([CH2:2][CH2:3][CH2:4][CH2:5][CH2:6][CH2:7][CH2:8][CH2:9][CH2:10][CH2:11][CH2:12][CH2:13][CH2:14][CH2:15][CH3:16])[S:17][CH2:18][CH:19]([OH:20])[CH2:21][O:22][C:29]([c:23]1[cH:24][cH:25][cH:26][cH:27][cH:28]1)([c:30]1[cH:31][cH:32][cH:33][cH:34][cH:35]1)[c:36]1[cH:37][cH:38][cH:39][cH:40][cH:41]1. Reactants: ClC1=NC2=CC=C(C=C2C=C1C(=O)O)Cl (2,6-dichloroquinoline-3-carboxylic acid), CC(C(=O)O)N (DL-2-aminopropionic acid). Yields the product C(=O)(O)C(C)NC1=NC2=CC=C(C=C2C=C1C(=O)O)Cl (2-(1-Carboxy-ethylamino)-6-chloro-quinoline-3-carboxylic acid). The yield is 14.0%. Reaction SMILES: Cl[C:2]1[C:11]([C:12]([OH:14])=[O:13])=[CH:10][C:9]2[C:4](=[CH:5][CH:6]=[C:7]([Cl:15])[CH:8]=2)[N:3]=1.[CH3:16][CH:17]([NH2:21])[C:18]([OH:20])=[O:19]>>[C:18]([CH:17]([NH:21][C:2]1[C:11]([C:12]([OH:14])=[O:13])=[CH:10][C:9]2[C:4](=[CH:5][CH:6]=[C:7]([Cl:15])[CH:8]=2)[N:3]=1)[CH3:16])([OH:20])=[O:19]. Procedure: In close analogy to the procedure described in Example 1, 2,6-dichloroquinoline-3-carboxylic acid is reacted with DL-2-aminopropionic acid to provide the title compound in 14% yield as yellow needles (flash chromatography on SiO2, eluent CHCl3, MeOH, AcOH—10, 1, 0.2 and recrystallization from DMF/water). Procedure: A mixture of 25 g (0.182 mol) of salicylamide, 30 g (0.163 mol) of benzhydrol, 30 g (0.158 mol) of p-toluenesulfonic acid and 200 ml of acetic acid was refluxed for 3 hours with heating. After cooling, the precipitated white crystals were separated by filtration and washed with water to obtain 5-diphenylmethylsalicylamide. Thereafter 40 g of sodium hydroxide in 100 ml of water were added and the mixture was heated on a steam bath for 6 hours with stirring. After being allowed to cool, the mixtur... The reactants are C(C=1C(O)=CC=CC1)(=O)N (salicylamide), C(C1=CC=CC=C1)(C1=CC=CC=C1)O (benzhydrol), C1(=CC=C(C=C1)S(=O)(=O)O)C (p-toluenesulfonic acid). RXN SMILES: [C:1]([NH2:10])(=[O:9])[C:2]1[C:3](=[CH:5][CH:6]=[CH:7][CH:8]=1)[OH:4].[CH:11](O)([C:18]1[CH:23]=[CH:22][CH:21]=[CH:20][CH:19]=1)[C:12]1[CH:17]=[CH:16][CH:15]=[CH:14][CH:13]=1.C1(C)C=CC(S(O)(=O)=O)=CC=1>C(O)(=O)C>[C:12]1([CH:11]([C:18]2[CH:19]=[CH:20][CH:21]=[CH:22][CH:23]=2)[C:7]2[CH:8]=[C:2]([C:1]([NH2:10])=[O:9])[C:3]([OH:4])=[CH:5][CH:6]=2)[CH:17]=[CH:16][CH:15]=[CH:14][CH:13]=1. The product is C1(=CC=CC=C1)C(C1=CC=C(C(C(=O)N)=C1)O)C1=CC=CC=C1 (5-diphenylmethylsalicylamide). Run in C(C)(=O)O (acetic acid). The reactants are CCOC(CBr)OCC, O=C([O-])[O-], CN(C)C=O, CCOC(C)=O, Clc1ncnc2cc[nH]c12, [Cs+], [Cs+]. Yields the product CCOC(Cn1ccc2ncnc(Cl)c21)OCC. Reaction SMILES: [Br:17][CH2:18][CH:19]([O:20][CH2:21][CH3:22])[O:23][CH2:24][CH3:25].[C:11](=[O:12])([O-:13])[O-:14].[CH3:26][N:27]([CH3:28])[CH:29]=[O:30].[CH3:31][CH2:32][O:33][C:34](=[O:35])[CH3:36].[Cl:1][c:2]1[c:3]2[c:4]([n:5][cH:6][n:7]1)[cH:8][cH:9][nH:10]2.[Cs+:15].[Cs+:16]>>[Cl:1][c:2]1[c:3]2[c:4]([n:5][cH:6][n:7]1)[cH:8][cH:9][n:10]2[CH2:18][CH:19]([O:20][CH2:21][CH3:22])[O:23][CH2:24][CH3:25]. The reactants are CS(=O)(=O)N1CCC(N)CC1, O=C(O)C(F)(F)F, CCS(=O)c1ncc(C(=O)c2cc(F)ccc2C)c(N)n1. Yields the product Cc1ccc(F)cc1C(=O)c1cnc(NC2CCN(S(C)(=O)=O)CC2)nc1N. RXN SMILES: [CH3:22][S:23](=[O:24])(=[O:25])[N:26]1[CH2:27][CH2:28][CH:29]([NH2:32])[CH2:30][CH2:31]1.[F:33][C:34]([F:35])([F:36])[C:37]([OH:38])=[O:39].[NH2:1][c:2]1[n:3][c:4]([S:18]([CH2:19][CH3:20])=[O:21])[n:5][cH:6][c:7]1[C:8](=[O:9])[c:10]1[c:11]([CH3:17])[cH:12][cH:13][c:14]([F:16])[cH:15]1>>[NH2:1][c:2]1[n:3][c:4]([NH:32][CH:29]2[CH2:28][CH2:27][N:26]([S:23]([CH3:22])(=[O:24])=[O:25])[CH2:31][CH2:30]2)[n:5][cH:6][c:7]1[C:8](=[O:9])[c:10]1[c:11]([CH3:17])[cH:12][cH:13][c:14]([F:16])[cH:15]1.